describe an organic reaction: reactants, conditions, products, and yield From a dataset of the Open Reaction Database (ORD), a public repository of structured organic reaction records. The reactants are C(C1=CC=CC=C1)ON(S(=O)(=O)C1=CC=C(C)C=C1)CCCP(OCC)(OCC)=O (diethyl 3-(N-benzyloxy-N-tosylamino)propylphosphonate), Cl (hydrochloric acid), C(C)(=O)O (acetic acid), C (charcoal). The solvent is O (water). Reaction conditions: time 45 hour. The product is ONCCCP(O)(O)=O (3-(N-hydroxyamino)propylphosphonic acid). Yield: 51.2%. Reaction SMILES: C([O:8][N:9]([CH2:20][CH2:21][CH2:22][P:23](=[O:30])([O:27]CC)[O:24]CC)S(C1C=CC(C)=CC=1)(=O)=O)C1C=CC=CC=1.Cl.C(O)(=O)C.C>O>[OH:8][NH:9][CH2:20][CH2:21][CH2:22][P:23](=[O:24])([OH:30])[OH:27]. Procedure details: A mixture of diethyl 3-(N-benzyloxy-N-tosylamino)propylphosphonate (13.2 g), conc. hydrochloric acid (130 ml) and acetic acid (130 ml) was refluxed with stirring for 45 hours. The resultant mixture was concentrated under reduced pressure to give a residue and then water and an activated charcoal was added thereto, whereafter the mixture was filtered. The filtrate was concentrated under reduced pressure, and the resultant residual oil (8.59 g) was dissolved in water (25 ml). To the solution were ... The reactants are S(=O)(=O)(C)OCCCCCCC[C@H]1[C@H]2[C@@H]3CC[C@@H]([C@@]3(C)CC[C@@H]2C=2C=CC(=CC2C1)O)O (7α-(7-mesyloxyheptyl)oestra-1,3,5(10)-triene-3,17β-diol), [Br-].C[Si](OCCCCCC[P+](C1=CC=CC=C1)(C1=CC=CC=C1)C1=CC=CC=C1)(C(C)(C)C)C (6-(dimethyl-t-butylsilyloxy)hexyltriphenylphosphonium bromide), C(CCCC)SCCO (2-n-pentylthio-ethanol). Yields the product C(CCCC)SCCOCCCCCCC[C@H]1[C@H]2[C@@H]3CC[C@@H]([C@@]3(C)CC[C@@H]2C=2C=CC(=CC2C1)O)O (7α-[7-(2-n-pentylthioethoxy)heptyl]oestra-1,3,5(10)-triene-3,17β-diol). As a reaction SMILES: S([O:5][CH2:6][CH2:7][CH2:8][CH2:9][CH2:10][CH2:11][CH2:12][C@@H:13]1[CH2:30][C:29]2[CH:28]=[C:27]([OH:31])[CH:26]=[CH:25][C:24]=2[C@@H:23]2[C@@H:14]1[C@H:15]1[C@@:19]([CH2:21][CH2:22]2)([CH3:20])[C@@H:18]([OH:32])[CH2:17][CH2:16]1)(C)(=O)=O.[Br-].C[Si](C)(C(C)(C)C)OCCCCCC[P+](C1C=CC=CC=1)(C1C=CC=CC=1)C1C=CC=CC=1.[CH2:67]([S:72][CH2:73][CH2:74]O)[CH2:68][CH2:69][CH2:70][CH3:71]>>[CH2:67]([S:72][CH2:73][CH2:74][O:5][CH2:6][CH2:7][CH2:8][CH2:9][CH2:10][CH2:11][CH2:12][C@@H:13]1[CH2:30][C:29]2[CH:28]=[C:27]([OH:31])[CH:26]=[CH:25][C:24]=2[C@@H:23]2[C@@H:14]1[C@H:15]1[C@@:19]([CH2:21][CH2:22]2)([CH3:20])[C@@H:18]([OH:32])[CH2:17][CH2:16]1)[CH2:68][CH2:69][CH2:70][CH3:71] |f:1.2|. Reported procedure: The process described in Example 32 was repeated using 7α-(7-mesyloxyheptyl)oestra-1,3,5(10)-triene-3,17β-diol (obtained as described in Example 41 using initially 6-(dimethyl-t-butylsilyloxy)hexyltriphenylphosphonium bromide) and 2-n-pentylthio-ethanol (obtained from pentanethiol and 2-bromoethanol) as starting materials. There was thus obtained as an oil 7α-[7-(2-n-pentylthioethoxy)heptyl]oestra-1,3,5(10)-triene-3,17β-diol, the structure of which was confirmed by proton magnetic resonance and ... The reactants are COc1cnc2c(Cl)ccnc2c1, ClCCl, NCc1coc2ccc(-c3cc(F)cc(F)c3)nc12, [K+], [K+], [K+], O=C(C=Cc1ccccc1)C=Cc1ccccc1, O=C(C=Cc1ccccc1)C=Cc1ccccc1, O=C(C=Cc1ccccc1)C=Cc1ccccc1, O=P([O-])([O-])[O-], [Pd], [Pd]. Yields the product COc1cnc2c(NCc3coc4ccc(-c5cc(F)cc(F)c5)nc34)ccnc2c1. Reaction SMILES: [Cl:20][c:21]1[cH:22][cH:23][n:24][c:25]2[cH:26][c:27]([O:31][CH3:32])[cH:28][n:29][c:30]12.[Cl:97][CH2:98][Cl:99].[F:1][c:2]1[cH:3][c:4](-[c:9]2[cH:10][cH:11][c:12]3[c:13]([n:14]2)[c:15]([CH2:18][NH2:19])[cH:16][o:17]3)[cH:5][c:6]([F:8])[cH:7]1.[K+:38].[K+:39].[K+:40].[O:43]=[C:44]([CH:45]=[CH:46][c:47]1[cH:48][cH:49][cH:50][cH:51][cH:52]1)[CH:53]=[CH:54][c:55]1[cH:56][cH:57][cH:58][cH:59][cH:60]1.[O:61]=[C:62]([CH:63]=[CH:64][c:65]1[cH:66][cH:67][cH:68][cH:69][cH:70]1)[CH:71]=[CH:72][c:73]1[cH:74][cH:75][cH:76][cH:77][cH:78]1.[O:79]=[C:80]([CH:81]=[CH:82][c:83]1[cH:84][cH:85][cH:86][cH:87][cH:88]1)[CH:89]=[CH:90][c:91]1[cH:92][cH:93][cH:94][cH:95][cH:96]1.[P:33]([O-:34])([O-:35])([O-:36])=[O:37].[Pd:41].[Pd:42]>>[F:1][c:2]1[cH:3][c:4](-[c:9]2[cH:10][cH:11][c:12]3[c:13]([n:14]2)[c:15]([CH2:18][NH:19][c:21]2[cH:22][cH:23][n:24][c:25]4[cH:26][c:27]([O:31][CH3:32])[cH:28][n:29][c:30]24)[cH:16][o:17]3)[cH:5][c:6]([F:8])[cH:7]1. Reactants: C(C(CCCCC=C)O)O (7-octene-1,2-diol), C1(=CC=CC=C1)C (toluene), [H-].[Na+] (sodium hydride), C1(=CC=CC=C1)C (toluene), S(=O)(=O)(OC)OC (dimethyl sulphate), [H][H] (hydrogen). The solvent is O (water), CO (methanol). Run at time 2 hour. Product: COCC(CCCCC=C)OC (1,2-dimethoxyoct-7-ene). The yield is 81.3%. RXN SMILES: [H-].[Na+].[CH2:3]([OH:12])[CH:4](O)[CH2:5][CH2:6][CH2:7][CH2:8][CH:9]=[CH2:10].[H][H].S([O:20][CH3:21])(OC)(=O)=O.[C:22]1(C)C=CC=CC=1>O.CO>[CH3:22][O:12][CH2:3][CH:4]([O:20][CH3:21])[CH2:5][CH2:6][CH2:7][CH2:8][CH:9]=[CH2:10] |f:0.1|. Reported procedure: 198 g (6.6 mol) of sodium hydride (80% strength) and 500 g of toluene are introduced into a flask, and the mixture is heated to the reflux temperature. 432 g (3 mol) of 7-octene-1,2-diol, dissolved in 1,500 g of toluene, are then added over 3 hours, and the mixture is stirred at the reflux temperature until hydrogen evolution is complete. 830 g (6.6 mol) of dimethyl sulphate are added over 4 hours, and the mixture is stirred for a further 2 hours. After addition of 50 ml of methanol, 1,500 g of ... The reactants are N#CC(CO)c1ccc(Br)cc1, ClCCl, O, BrP(Br)Br, c1ccncc1. Yields the product N#CC(CBr)c1ccc(Br)cc1. As a reaction SMILES: [C:1](#[N:2])[CH:3]([CH2:4][OH:5])[c:6]1[cH:7][cH:8][c:9]([Br:12])[cH:10][cH:11]1.[Cl:24][CH2:25][Cl:26].[OH2:23].[P:19]([Br:20])([Br:21])[Br:22].[cH:13]1[cH:14][cH:15][n:16][cH:17][cH:18]1>>[C:1](#[N:2])[CH:3]([CH2:4][Br:20])[c:6]1[cH:7][cH:8][c:9]([Br:12])[cH:10][cH:11]1. Reactants: [Cl-].[Cl-].[Cl-].[Al+3] (aluminum trichloride), C(\C=C\C(=O)Cl)(=O)Cl (fumaryl chloride), ClC1=CC=CC=C1 (chlorobenzene). Conditions: temperature 45 celsius, time 1.3 hour. Product: ClC1=CC=C(C(=O)\C=C\C(C2=CC=C(C=C2)Cl)=O)C=C1 (trans-1,2-bis-(p-chlorobenzoyl)-ethene). Reaction SMILES: [Cl-:1].[Cl-].[Cl-].[Al+3].[C:5](Cl)(=[O:11])/[CH:6]=[CH:7]/[C:8](Cl)=[O:9].[Cl:13][C:14]1[CH:19]=[CH:18][CH:17]=[CH:16][CH:15]=1>>[Cl:13][C:14]1[CH:19]=[CH:18][C:17]([C:5](/[CH:6]=[CH:7]/[C:8](=[O:9])[C:14]2[CH:19]=[CH:18][C:17]([Cl:1])=[CH:16][CH:15]=2)=[O:11])=[CH:16][CH:15]=1 |f:0.1.2.3|. Reported procedure: To a stirred suspension of 31 gm (0.23 mol) of aluminum trichloride in 230 ml chlorobenzene, 18 gm (0.12 mol) of fumaryl chloride were added slowly in drops at room temperature. The mixture was stirred for 1.3 hours at room temperature and for another 1.3 hours at 45° C. After introduction into ice-water and acidification with concentrated HCl, the mixture was extracted with 1.5 liters of methylene chloride. After evaporation of the methylene chloride, the residue was washed with about 200 ml of... Starting materials: C1[C@@H]([C@H](O[C@H]1N2C=C(C(=O)NC2=O)Cl)CO)O (ClDU), hydroxypropylmethylcellulose, C1(=NC(=O)NC(=O)N1)C(=O)[O-].[K+] (potassium oxonate), solution. Run at time 20 minute. The product is C1[C@@H]([C@H](O[C@H]1N2C=C(C(=O)NC2=O)Cl)CO)O.C1(=NC(=O)NC(=O)N1)C(=O)[O-].[K+] (ClDU potassium oxonate). Reaction SMILES: [CH2:1]1[C@H:5]([N:6]2[C:12](=[O:13])[NH:11][C:9](=[O:10])[C:8]([Cl:14])=[CH:7]2)[O:4][C@H:3]([CH2:15][OH:16])[C@H:2]1[OH:17].[C:18]1([C:26]([O-:28])=[O:27])[NH:25][C:23](=[O:24])[NH:22][C:20](=[O:21])[N:19]=1.[K+:29]>>[CH2:1]1[C@H:5]([N:6]2[C:12](=[O:13])[NH:11][C:9](=[O:10])[C:8]([Cl:14])=[CH:7]2)[O:4][C@H:3]([CH2:15][OH:16])[C@H:2]1[OH:17].[C:18]1([C:26]([O-:28])=[O:27])[NH:25][C:23](=[O:24])[NH:22][C:20](=[O:21])[N:19]=1.[K+:29] |f:1.2,3.4.5|. Reported procedure: FT, ClDU and potassium oxonate were suspended at concentrations of 2.0 mg/ml, 0.73 mg/ml and 1.95 mg/ml, respectively, in a 1% solution of hydroxypropylmethylcellulose. The suspension was stirred by a stirrer at room temperature for about 20 minutes and subjected to ultrasonic treatment with ice-cooling for 5 minutes, giving a FT-ClDU-potassium oxonate mixed suspension (test suspension (4)). Test suspensions (5) and (6) were prepared by adding a 1% solution of hydroxypropylmethylcellulose to tes... Starting materials: [Al+3], C1CCOC1, COC(=O)C(C)(C)COC1CCCCO1, [H-], [H-], [H-], [H-], [Li+], [Na+], [OH-], O. Product: CC(C)(CO)COC1CCCCO1. As a reaction SMILES: [Al+3:2].[CH2:25]1[O:26][CH2:27][CH2:28][CH2:29]1.[CH3:7][C:8]([C:9](=[O:10])[O:11][CH3:12])([CH2:13][O:14][CH:15]1[O:16][CH2:17][CH2:18][CH2:19][CH2:20]1)[CH3:21].[H-:1].[H-:4].[H-:5].[H-:6].[Li+:3].[Na+:24].[OH-:23].[OH2:22]>>[CH3:7][C:8]([CH2:9][OH:10])([CH2:13][O:14][CH:15]1[O:16][CH2:17][CH2:18][CH2:19][CH2:20]1)[CH3:21]. Starting materials: compound 2, N1=CC=CC=C1 (pyridine), C(CCCCCC\C=C/CCC)O ((Z)-Dodec-8-en-1-ol), C(CCCCCCCCC\C=C/CCCC)=O ((Z)-Hexadec-11-enal), CC(=O)OC(=O)C (Ac2O). Product: C(C)(=O)OCCCCCCC\C=C/CCC ((Z)-Dodec-8-en-1-yl acetate). Yield: 90.0%. RXN SMILES: [CH:1](=[O:17])[CH2:2][CH2:3][CH2:4][CH2:5][CH2:6][CH2:7][CH2:8][CH2:9][CH2:10]/[CH:11]=[CH:12]\CCCC.[CH3:18][C:19](OC(C)=O)=[O:20].N1C=CC=CC=1.C(O)CCCCCC/C=C\CCC>>[C:19]([O:17][CH2:1][CH2:2][CH2:3][CH2:4][CH2:5][CH2:6][CH2:7]/[CH:8]=[CH:9]\[CH2:10][CH2:11][CH3:12])(=[O:20])[CH3:18]. Reported procedure: By acetylation of compound 2: According to the procedure for compound 6, Ac2O (0.29 mL, 3.0 mmol), pyridine (0.14 mL, 1.8 mmol), and alcohol 12 (0.28 g, 1.5 mmol) were reacted to provide 13 (19 g, 90% yield, 86% Z as determined by 1H-NMR) as a colorless oil.